This data is from the Open Reaction Database (ORD), a public repository of structured organic reaction records. The task is: describe an organic reaction: reactants, conditions, products, and yield As a reaction SMILES: Cl[CH2:2][C:3]([N:5]1[CH2:10][CH2:9][N:8]([C:11]2[CH:16]=[CH:15][C:14]([Cl:17])=[C:13]([O:18][CH3:19])[CH:12]=2)[CH2:7][CH2:6]1)=[O:4].[Cl:20][C:21]1[CH:30]=[CH:29][C:24]2[NH:25][C:26](=[O:28])[NH:27][C:23]=2[CH:22]=1.C([O-])([O-])=O.[K+].[K+]>CN1C(=O)CCC1>[Cl:20][C:21]1[CH:30]=[CH:29][C:24]2[N:25]([CH2:2][C:3]([N:5]3[CH2:10][CH2:9][N:8]([C:11]4[CH:16]=[CH:15][C:14]([Cl:17])=[C:13]([O:18][CH3:19])[CH:12]=4)[CH2:7][CH2:6]3)=[O:4])[C:26](=[O:28])[NH:27][C:23]=2[CH:22]=1.[Cl:20][C:21]1[CH:30]=[CH:29][C:24]2[NH:25][C:26](=[O:28])[N:27]([CH2:2][C:3]([N:5]3[CH2:10][CH2:9][N:8]([C:11]4[CH:16]=[CH:15][C:14]([Cl:17])=[C:13]([O:18][CH3:19])[CH:12]=4)[CH2:7][CH2:6]3)=[O:4])[C:23]=2[CH:22]=1 |f:2.3.4|. The solvent is CN1CCCC1=O (NMP). Procedure details: In a 4 mL vial was added 2-chloro-1-[4-(4-chloro-3-methoxy-phenyl)-piperazin-1-yl]-ethanone (1) (200 mg, 0.66 mmol, 1.0 equiv), 5-Chloro-1,3-dihydro-benzoimidazol-2-one (117 mg, 0.69 mmol, 1.05 equiv), K2CO3 (365 mg, 2.64 mmol, 4.0 equiv) and 2.5 mL of NMP. A stir bar was placed in the vial and the vial was then capped. The resultant mixture stirred at 60° C. overnight. The crude product was purified by reversed phase HPLC (acetonitrile —H2O with 0.1% TFA as the eluent) to yield 5-chloro-1-{2-[4... Yields the product ClC1=CC2=C(N(C(N2)=O)CC(=O)N2CCN(CC2)C2=CC(=C(C=C2)Cl)OC)C=C1 (5-chloro-1-{2-[4-(4-chloro-3-methoxy-phenyl)-piperazin-1-yl]-2-oxo-ethyl}-1,3-dihydro-benzoimidazol-2-one), ClC=1C=CC2=C(N(C(N2)=O)CC(=O)N2CCN(CC2)C2=CC(=C(C=C2)Cl)OC)C1 (6-chloro-1-{2-[4-(4-chloro-3-methoxy-phenyl)-piperazin-1-yl]-2-oxo-ethyl}-1,3-dihydro-benzoimidazol-2-one). Starting materials: resultant mixture, ClCC(=O)N1CCN(CC1)C1=CC(=C(C=C1)Cl)OC (2-chloro-1-[4-(4-chloro-3-methoxy-phenyl)-piperazin-1-yl]-ethanone), ClC1=CC2=C(NC(N2)=O)C=C1 (5-Chloro-1,3-dihydro-benzoimidazol-2-one), C(=O)([O-])[O-].[K+].[K+] (K2CO3). The reactants are [Si](C)(C)(C(C)(C)C)OC=1C=NC2=CC=CC(=C2C1)[N+](=O)[O-] (3-(tert-Butyldimethylsilyloxy)-5-nitroquinoline). Run in CCO (EtOH). Reaction conditions: time 1 hour. The product is NC1=C2C=C(C=NC2=CC=C1)O[Si](C)(C)C(C)(C)C (5-Amino-3-(tert-butyldimethylsilyloxy)quinoline). As a reaction SMILES: [Si:1]([O:8][C:9]1[CH:10]=[N:11][C:12]2[C:17]([CH:18]=1)=[C:16]([N+:19]([O-])=O)[CH:15]=[CH:14][CH:13]=2)([C:4]([CH3:7])([CH3:6])[CH3:5])([CH3:3])[CH3:2]>CCO>[NH2:19][C:16]1[CH:15]=[CH:14][CH:13]=[C:12]2[C:17]=1[CH:18]=[C:9]([O:8][Si:1]([C:4]([CH3:7])([CH3:6])[CH3:5])([CH3:2])[CH3:3])[CH:10]=[N:11]2. Reported procedure: 3-(tert-Butyldimethylsilyloxy)-5-nitroquinoline, as described above in Step E, (4.58 g, 15.04 mmol) was dissolved in EtOH (150 mL) and EtOAc (150 mL), the vessel was degassed, Pd/C (0.458 g, 10 wt %) was added and the mixture was subjected to H2 (1 atm) with vigorous stirring for 1 hour. The mixture was filtered through a celite pad and concentrated in vacuo. The residue was chromatographed on silica gel, eluting with a gradient of 0% to 10% EtOAc in CH2Cl2, to yield the above-titled compound. Reactants: ClC=1C=C(C=CC1NC(=O)NC1=CC=CC=C1)CC(=O)OC (methyl 3-chloro-4-(N′-phenylureido)phenylacetate), [OH-].[Na+] (NaOH). Solvent: C1CCOC1 (THF). Run at time 20 hour. Product: ClC=1C=C(C=CC1NC(=O)NC1=CC=CC=C1)CC(=O)O (3-chloro-4-(N′-phenylureido) phenylacetic acid). Isolated yield 92.3%. RXN SMILES: [Cl:1][C:2]1[CH:3]=[C:4]([CH2:18][C:19]([O:21]C)=[O:20])[CH:5]=[CH:6][C:7]=1[NH:8][C:9]([NH:11][C:12]1[CH:17]=[CH:16][CH:15]=[CH:14][CH:13]=1)=[O:10].[OH-].[Na+]>C1COCC1>[Cl:1][C:2]1[CH:3]=[C:4]([CH2:18][C:19]([OH:21])=[O:20])[CH:5]=[CH:6][C:7]=1[NH:8][C:9]([NH:11][C:12]1[CH:17]=[CH:16][CH:15]=[CH:14][CH:13]=1)=[O:10] |f:1.2|. Reported procedure: To a stirred solution of methyl 3-chloro-4-(N′-phenylureido)phenylacetate (1.79 g, 5.62 mmol) in THF (30 ml) was added 0.25 N NaOH (30 ml). After stirring at room temperature for 20 h, the solvent was concentrated in vacuo. The residue was triturated by the addition of 1 N HCl and dried at 60° C. for 2 days under a reduced pressure to give 3-chloro-4-(N′-phenylureido) phenylacetic acid (1.58 g, 92%) as pale brown solid. 1H-NMR (DMSO-d6) δ 3.55 (s, 2H), 6.99 (t, J=7.3 Hz, 1H), 7.17 (d, J=8.3 Hz, ...